Task: describe an organic reaction: reactants, conditions, products, and yield. Dataset: the Open Reaction Database (ORD), a public repository of structured organic reaction records Starting materials: Br[O-].[Na+] (sodium hypobromite), C(C)(=O)C1=C(C=2C(CCC(C2C(=C1)OC)(C)C)(C)C)OC (2-acetyl-1,4-dimethoxy-5,5,8,8-tetramethyl-5,6,7,8-tetrahydro naphthalene). Solvent: O (water), O1CCOCC1 (dioxane). Reaction conditions: time 8 hour. Yields the product COC1=C(C=C(C=2C(CCC(C12)(C)C)(C)C)OC)C(=O)O (1,4-dimethoxy-5,5,8,8-tetramethyl-5,6,7,8-tetrahydro-2-naphthalene carboxylic acid). As a reaction SMILES: Br[O-:2].[Na+].[C:4]([C:7]1[CH:16]=[C:15]([O:17][CH3:18])[C:14]2[C:13]([CH3:20])([CH3:19])[CH2:12][CH2:11][C:10]([CH3:22])([CH3:21])[C:9]=2[C:8]=1[O:23][CH3:24])(=[O:6])C>O1CCOCC1.O>[CH3:24][O:23][C:8]1[C:9]2[C:10]([CH3:22])([CH3:21])[CH2:11][CH2:12][C:13]([CH3:20])([CH3:19])[C:14]=2[C:15]([O:17][CH3:18])=[CH:16][C:7]=1[C:4]([OH:6])=[O:2] |f:0.1|. Procedure details: In a second stage, this hypobromite solution is slowly added to a stirred solution, cooled to about 5° C., of 43 g of 2-acetyl-1,4-dimethoxy-5,5,8,8-tetramethyl-5,6,7,8-tetrahydro naphthalene, obtained in stage (b) above, in 500 cm3 of dioxane. The rate of introduction is such that the temperature does not exceed 15° C. The reaction mixture is then left to stand overnight, diluted with 300 cm3 of water, then, at a temperature lower than 20° C., the excess sodium hypobromite is destroyed by the s... The reactants are BrC1=CC=C(N1C1=C(C=C(C=C1)C#N)C)CCC(=O)OCC (ethyl 3-(5-bromo-1-(4-cyano-2-methylphenyl)-1H-pyrrol-2-yl)propanoate), C1C=2C=C(C=CC21)OB(OO)OO (3,4-methylenedioxylphenylboric acid), C([O-])(O)=O.[Na+] (sodium bicarbonate). Reagents/catalysts: C=1C=CC(=CC1)[P](C=2C=CC=CC2)(C=3C=CC=CC3)[Pd]([P](C=4C=CC=CC4)(C=5C=CC=CC5)C=6C=CC=CC6)([P](C=7C=CC=CC7)(C=8C=CC=CC8)C=9C=CC=CC9)[P](C=1C=CC=CC1)(C=1C=CC=CC1)C=1C=CC=CC1 (Pd(PPh3)4). Run in solvent. The product is O1COC2=C1C=CC(=C2)C2=CC=C(N2C2=C(C=C(C=C2)C#N)C)CCC(=O)OCC (ethyl 3-(5-(benzo[d][1,3]dioxol-5-yl)-1-(4-cyano-2-methylphenyl)-1H-pyrrol-2-yl)propanoate). Yield: 115.1%. RXN SMILES: Br[C:2]1[N:6]([C:7]2[CH:12]=[CH:11][C:10]([C:13]#[N:14])=[CH:9][C:8]=2[CH3:15])[C:5]([CH2:16][CH2:17][C:18]([O:20][CH2:21][CH3:22])=[O:19])=[CH:4][CH:3]=1.C1[C:29]2[CH:28]=[CH:27][C:26]([O:30]B(OO)OO)=[CH:25][C:24]1=2.[C:36](=O)(O)[O-:37].[Na+]>C1C=CC([P]([Pd]([P](C2C=CC=CC=2)(C2C=CC=CC=2)C2C=CC=CC=2)([P](C2C=CC=CC=2)(C2C=CC=CC=2)C2C=CC=CC=2)[P](C2C=CC=CC=2)(C2C=CC=CC=2)C2C=CC=CC=2)(C2C=CC=CC=2)C2C=CC=CC=2)=CC=1>[O:30]1[C:26]2[CH:27]=[CH:28][C:29]([C:2]3[N:6]([C:7]4[CH:12]=[CH:11][C:10]([C:13]#[N:14])=[CH:9][C:8]=4[CH3:15])[C:5]([CH2:16][CH2:17][C:18]([O:20][CH2:21][CH3:22])=[O:19])=[CH:4][CH:3]=3)=[CH:24][C:25]=2[O:37][CH2:36]1 |f:2.3,^1:44,46,65,84|. Procedure details: To a suspension of ethyl 3-(5-bromo-1-(4-cyano-2-methylphenyl)-1H-pyrrol-2-yl)propanoate (400 mg, 0.665 mmol), 3,4-methylenedioxylphenylboric acid (143 mg, 0.864 mmol), sodium bicarbonate (560 mg, 5.32 mmol) in solvent (4 mL) was added Pd(PPh3)4 (60 mg, 0.199 mmol). The reaction was degassed and heated to reflux for 5 h. TLC showed that the reaction was completed. Water (4 mL) was added and the mixture was extracted with ethyl acetate (5 mL×3). The combined organic layers were dried with magnesi... The reactants are O=C1NC(CCC1)=O (2,6-dioxopiperidine), COC1=C(C=CC=C1)N1CCN(CC1)CCCCl (1-[4-(2-methoxyphenyl)piperazin-1-yl]-3-chloropropane), C([O-])([O-])=O.[K+].[K+] (potassium carbonate). The reagents and catalysts are [Br-].C(CCC)[N+](CCCC)(CCCC)CCCC (tetrabutylammonium bromide). The solvent is CC(=O)C (acetone). Reaction conditions: temperature 80 celsius. Product: COC1=C(C=CC=C1)N1CCN(CC1)CCCN1C(CCCC1=O)=O (1-[4-(2-methoxyphenyl)piperazin-1-yl]-3-[2,6-dioxopiperidin-1-yl)propane). Reaction SMILES: [O:1]=[C:2]1[CH2:7][CH2:6][CH2:5][C:4](=[O:8])[NH:3]1.[CH3:9][O:10][C:11]1[CH:16]=[CH:15][CH:14]=[CH:13][C:12]=1[N:17]1[CH2:22][CH2:21][N:20]([CH2:23][CH2:24][CH2:25]Cl)[CH2:19][CH2:18]1.C(=O)([O-])[O-].[K+].[K+]>[Br-].C([N+](CCCC)(CCCC)CCCC)CCC.CC(C)=O>[CH3:9][O:10][C:11]1[CH:16]=[CH:15][CH:14]=[CH:13][C:12]=1[N:17]1[CH2:18][CH2:19][N:20]([CH2:23][CH2:24][CH2:25][N:3]2[C:4](=[O:8])[CH2:5][CH2:6][CH2:7][C:2]2=[O:1])[CH2:21][CH2:22]1 |f:2.3.4,5.6|. Procedure: Scheme-I: A mixture of 2,6-dioxopiperidine (2.60 g, 23.02 mmol), 1-[4-(2-methoxyphenyl)piperazin-1-yl]-3-chloropropane (6.18 g, 23.02 mmol), potassium carbonate (2.38 g, 17.27 mmol) and tetrabutylammonium bromide (1.48 g, 4.60 mmol) in acetone (80 ml) was refluxed for 16 hours at 80° C. with stirring. The solvent was evaporated off in vaccuo and the residue suspended in water (60 ml), extracted with chloroform (3×40 ml) and the organic layers combined, washed with water (2×40 ml), dried over anh... Starting materials: C(C)(C)(C)OC(N[C@H](C(C)C)C(NCC1=CC=CC=C1)=N)=O ([(R)-1-(N-Benzyl-carbamimidoyl)-2-methyl-propyl]-carbamic acid t-butyl ester), C(C)=C(C(=O)OC)C(=O)OC (Dimethyl ethylidenemalonate). The solvent is CO (MeOH), CO (MeOH). Run at temperature 110 celsius, time 5 hour. The product is C(C1=CC=CC=C1)N1C(=NC(CC1=O)C)C(C(C)C)NC(=O)OC(C)(C)C (1-Benzyl-2-(1-t-butoxycarbonylamino-2-methyl-propyl)-4-methyl-6-oxo-1,4,5,6-tetrahydro-pyrimidine). Yield: 74.2%. Reaction SMILES: [C:1]([O:5][C:6](=[O:22])[NH:7][C@@H:8]([C:12](=[NH:21])[NH:13][CH2:14][C:15]1[CH:20]=[CH:19][CH:18]=[CH:17][CH:16]=1)[CH:9]([CH3:11])[CH3:10])([CH3:4])([CH3:3])[CH3:2].[CH:23](=[C:25](C(OC)=O)[C:26](OC)=[O:27])[CH3:24]>CO>[CH2:14]([N:13]1[C:26](=[O:27])[CH2:25][CH:23]([CH3:24])[N:21]=[C:12]1[CH:8]([NH:7][C:6]([O:5][C:1]([CH3:3])([CH3:4])[CH3:2])=[O:22])[CH:9]([CH3:11])[CH3:10])[C:15]1[CH:16]=[CH:17][CH:18]=[CH:19][CH:20]=1. Procedure details: To a solution of [(R)-1-(N-Benzyl-carbamimidoyl)-2-methyl-propyl]-carbamic acid t-butyl ester (7.08 g, 23 mMol) in MeOH (15 mL) was added Dimethyl ethylidenemalonate (3.64 g, 23 mMol). The reaction was slowly heated to 110° C. allowing the MeOH to distill off. The reaction was stirred for 5 h at 110° C. then allowed to cool to RT. Purification by flash chromatography (25% EtOAc, hexane) gave the title compound (6.37 g, 64%) as an oil: ˜(3:1) mixture of diastereomers by LCMS; MS (ES) m/e 432.2 an... The reactants are C(C)(=O)OCC (ethyl acetate), BrCC(=O)C1=CC(=CC=C1)[N+](=O)[O-] (2-bromo-1-(3-nitro-phenyl)-ethanone), [OH-].[K+] (potassium hydroxide), [BH4-].[Na+] (sodium borohydride). Run in C(C)O (ethanol). Conditions: time 1 hour. The product is [N+](=O)([O-])C=1C=C(C=CC1)C1OC1 (2-(3-Nitro-phenyl)-oxirane). Isolated yield 110.5%. As a reaction SMILES: Br[CH2:2][C:3]([C:5]1[CH:10]=[CH:9][CH:8]=[C:7]([N+:11]([O-:13])=[O:12])[CH:6]=1)=[O:4].[BH4-].[Na+].[OH-].[K+].C(OCC)(=O)C>C(O)C>[N+:11]([C:7]1[CH:6]=[C:5]([CH:3]2[CH2:2][O:4]2)[CH:10]=[CH:9][CH:8]=1)([O-:13])=[O:12] |f:1.2,3.4|. Reported procedure: 10 g of 2-bromo-1-(3-nitro-phenyl)-ethanone is dissolved in 200 ml of ethanol, mixed with 1.55 g of sodium borohydride and stirred for 1 hour at room temperature. 2.1 g of potassium hydroxide is added, and it is stirred for another 15 hours at room temperature. 1000 ml of ethyl acetate is added, and it is washed twice with 300 ml of semi-saturated ammonium chloride solution and once with 100 ml of water. The organic phase is dried on sodium sulfate. After purification by chromatography on silica...